From a dataset of the Open Reaction Database (ORD), a public repository of structured organic reaction records. describe an organic reaction: reactants, conditions, products, and yield Starting materials: Oc1cncc(Br)c1, CC(C)(C)OC(=O)N1CCC1CO, C1CCOC1, CCOC(=O)N=NC(=O)OCC, c1ccc(P(c2ccccc2)c2ccccc2)cc1. Product: CC(C)(C)OC(=O)N1CCC1COc1cncc(Br)c1. RXN SMILES: [Br:45][c:46]1[cH:47][c:48]([OH:52])[cH:49][n:50][cH:51]1.[C:32](=[O:33])([O:34][C:35]([CH3:36])([CH3:37])[CH3:38])[N:39]1[CH:40]([CH2:43][OH:44])[CH2:41][CH2:42]1.[CH2:53]1[O:54][CH2:55][CH2:56][CH2:57]1.[O:20]=[C:21]([O:22][CH2:23][CH3:24])[N:25]=[N:26][C:27]([O:28][CH2:29][CH3:30])=[O:31].[c:1]1([P:2]([c:3]2[cH:4][cH:5][cH:6][cH:7][cH:8]2)[c:9]2[cH:10][cH:11][cH:12][cH:13][cH:14]2)[cH:15][cH:16][cH:17][cH:18][cH:19]1>>[C:32](=[O:33])([O:34][C:35]([CH3:36])([CH3:37])[CH3:38])[N:39]1[CH:40]([CH2:43][O:44][c:48]2[cH:47][c:46]([Br:45])[cH:51][n:50][cH:49]2)[CH2:41][CH2:42]1. The reactants are mixture, C(=O)(Cl)Cl (phosgene), FC(C(=O)O)(F)F (trifluoroacetic acid), C(CCC)[N+](CCCC)(CCCC)CCCC.C1(=CC=CC=C1)CC(=O)N[C@@H]1C(N([C@H]1C)S(=O)(=O)[O-])=O ((3S-trans)-3-[(Phenylacetyl)amino]-4-methyl-2-oxo-1-azetidinesulfonic acid, tetra-n-butylammonium salt), N1=CC=CC=C1 (pyridine). Run in C1=CC=CC=C1 (benzene), CO (Methanol), C(Cl)Cl (methylene chloride). Run at temperature -15 celsius, time 90 minute. Yields the product N[C@@H]1C(N([C@H]1C)S(=O)(=O)O)=O ((3S-trans)-3-Amino-4-methyl-2-oxo-1-azetidinesulfonic acid). The yield is 34.0%. RXN SMILES: C([N+](CCCC)(CCCC)CCCC)CCC.C1(CC([NH:27][C@H:28]2[C@H:31]([CH3:32])[N:30]([S:33]([O-:36])(=[O:35])=[O:34])[C:29]2=[O:37])=O)C=CC=CC=1.N1C=CC=CC=1.C(Cl)(Cl)=O.FC(F)(F)C(O)=O>C(Cl)Cl.C1C=CC=CC=1.CO>[NH2:27][C@H:28]1[C@H:31]([CH3:32])[N:30]([S:33]([OH:36])(=[O:34])=[O:35])[C:29]1=[O:37] |f:0.1|. Procedure: (3S-trans)-3-[(Phenylacetyl)amino]-4-methyl-2-oxo-1-azetidinesulfonic acid, tetra-n-butylammonium salt (3.79 g) is dissolved in 70 ml of methylene chloride, cooled to -15° C. and 2.3 ml of pyridine is added. The cold mixture is treated with 5.8 ml of a 12% mixture of phosgene in benzene and stirred at -10° C. for 90 minutes. Methanol (35 ml) is added and the mixture is stirred for 30 minutes followed by the addition of 1.62 ml of trifluoroacetic acid. The reaction mixture is allowed to warm to r... Starting materials: O=C([O-])O, CC1=NN(c2ccc3c(c2)CCCC3)C(=O)C1, CCO, Cl, O=N[O-], Nc1cc(F)cc(-c2cccc(C(=O)O)c2)c1O, [Na+], [Na+]. The product is CC1=NN(c2ccc3c(c2)CCCC3)C(=O)C1=NNc1cc(F)cc(-c2cccc(C(=O)O)c2)c1O. As a reaction SMILES: [C:40](=[O:41])([OH:42])[O-:43].[CH3:23][C:24]1=[N:28][N:27]([c:29]2[cH:30][c:31]3[c:36]([cH:37][cH:38]2)[CH2:35][CH2:34][CH2:33][CH2:32]3)[C:26](=[O:39])[CH2:25]1.[CH3:46][CH2:47][OH:48].[ClH:45].[N:19]([O-:20])=[O:21].[NH2:1][c:2]1[c:3]([OH:18])[c:4](-[c:9]2[cH:10][c:11]([C:15](=[O:16])[OH:17])[cH:12][cH:13][cH:14]2)[cH:5][c:6]([F:8])[cH:7]1.[Na+:22].[Na+:44]>>[NH:1]([c:2]1[c:3]([OH:18])[c:4](-[c:9]2[cH:10][c:11]([C:15](=[O:16])[OH:17])[cH:12][cH:13][cH:14]2)[cH:5][c:6]([F:8])[cH:7]1)[N:19]=[C:25]1[C:24]([CH3:23])=[N:28][N:27]([c:29]2[cH:30][c:31]3[c:36]([cH:37][cH:38]2)[CH2:35][CH2:34][CH2:33][CH2:32]3)[C:26]1=[O:39]. Reaction SMILES: [BH3:4].[CH3:1][S:2][CH3:3].[CH3:20][CH2:21][O:22][C:23](=[O:24])[CH3:25].[Cl:10][c:11]1[cH:12][c:13]([C:14](=[O:15])[OH:16])[cH:17][cH:18][n:19]1.[O:5]1[CH2:6][CH2:7][CH2:8][CH2:9]1>>[Cl:10][c:11]1[cH:12][c:13]([CH2:14][OH:15])[cH:17][cH:18][n:19]1. Product: OCc1ccnc(Cl)c1. Reactants: B, CSC, CCOC(C)=O, O=C(O)c1ccnc(Cl)c1, C1CCOC1. The reactants are CCOC(C)=O, NC1CCCC1, CSc1nccc2c(-c3ccnc(NC4CCCC4)n3)c(-c3cccc(Cl)c3)nn12, O=C(OO)c1cccc(Cl)c1, ClCCl. As a reaction SMILES: [CH3:51][CH2:52][O:53][C:54](=[O:55])[CH3:56].[CH:42]1([NH2:47])[CH2:43][CH2:44][CH2:45][CH2:46]1.[Cl:1][c:2]1[cH:3][c:4](-[c:8]2[n:9][n:10]3[c:11]([S:29][CH3:30])[n:12][cH:13][cH:14][c:15]3[c:16]2-[c:17]2[n:18][c:19]([NH:23][CH:24]3[CH2:25][CH2:26][CH2:27][CH2:28]3)[n:20][cH:21][cH:22]2)[cH:5][cH:6][cH:7]1.[Cl:31][c:32]1[cH:33][c:34]([C:38]([O:39][OH:40])=[O:41])[cH:35][cH:36][cH:37]1.[Cl:48][CH2:49][Cl:50]>>[Cl:1][c:2]1[cH:3][c:4](-[c:8]2[n:9][n:10]3[c:11]([NH:47][CH:42]4[CH2:43][CH2:44][CH2:45][CH2:46]4)[n:12][cH:13][cH:14][c:15]3[c:16]2-[c:17]2[n:18][c:19]([NH:23][CH:24]3[CH2:25][CH2:26][CH2:27][CH2:28]3)[n:20][cH:21][cH:22]2)[cH:5][cH:6][cH:7]1. The product is Clc1cccc(-c2nn3c(NC4CCCC4)nccc3c2-c2ccnc(NC3CCCC3)n2)c1. Starting materials: COC(=O)CCCCCNc1ccc2c(c1)nc(-c1ccccc1)n2-c1ccccc1, [Cl-], O=S(=O)(O)c1ccc(Cl)cc1. Yields the product COC(=O)CCCCCN(c1ccc2c(c1)nc(-c1ccccc1)n2-c1ccccc1)S(=O)(=O)c1ccc(Cl)cc1. As a reaction SMILES: [CH3:1][O:2][C:3]([CH2:4][CH2:5][CH2:6][CH2:7][CH2:8][NH:9][c:10]1[cH:11][c:12]2[c:13]([n:14](-[c:23]3[cH:24][cH:25][cH:26][cH:27][cH:28]3)[c:15](-[c:17]3[cH:18][cH:19][cH:20][cH:21][cH:22]3)[n:16]2)[cH:29][cH:30]1)=[O:31].[Cl-:32].[Cl:33][c:34]1[cH:35][cH:36][c:37]([S:40](=[O:41])(=[O:42])[OH:43])[cH:38][cH:39]1>>[CH3:1][O:2][C:3]([CH2:4][CH2:5][CH2:6][CH2:7][CH2:8][N:9]([c:10]1[cH:11][c:12]2[c:13]([n:14](-[c:23]3[cH:24][cH:25][cH:26][cH:27][cH:28]3)[c:15](-[c:17]3[cH:18][cH:19][cH:20][cH:21][cH:22]3)[n:16]2)[cH:29][cH:30]1)[S:40]([c:37]1[cH:36][cH:35][c:34]([Cl:33])[cH:39][cH:38]1)(=[O:41])=[O:42])=[O:31].